Dataset: the Open Reaction Database (ORD), a public repository of structured organic reaction records. Task: describe an organic reaction: reactants, conditions, products, and yield Reactants: N(=O)[O-].[Na+] (sodium nitrite), Cl.NC=1C=CC=2C=3N(C(NC2C1)=O)C(NN3)=O (8-amino-2,3,5,6-tetrahydro-1,2,4-triazolo[4,3-c]quinazoline-3,5-dione hydrochloride), Br (hydrobromic acid). The reagents and catalysts are [Cu]Br (copper(I) bromide). Run in O (water). Reaction conditions: temperature 0 celsius, time 1 hour. Yields the product BrC=1C=CC=2C=3N(C(NC2C1)=O)C(NN3)=O (8-bromo-2,3,5,6-tetrahydro-1,2,4-triazolo[4,3-c]quinazoline-3,5-dione). The yield is 24.0%. RXN SMILES: N([O-])=O.[Na+].Cl.N[C:7]1[CH:8]=[CH:9][C:10]2[C:11]3[N:12]([C:18](=[O:21])[NH:19][N:20]=3)[C:13](=[O:17])[NH:14][C:15]=2[CH:16]=1.[BrH:22]>O.[Cu]Br>[Br:22][C:7]1[CH:8]=[CH:9][C:10]2[C:11]3[N:12]([C:18](=[O:21])[NH:19][N:20]=3)[C:13](=[O:17])[NH:14][C:15]=2[CH:16]=1 |f:0.1,2.3|. Procedure: 63.8 mg (0.92 mmol) of sodium nitrite were added at 0° C. to a suspension of 210 mg (0.83 mmol) of 8-amino-2,3,5,6-tetrahydro-1,2,4-triazolo[4,3-c]quinazoline-3,5-dione hydrochloride in 5 ml of 48% hydrobromic acid. The mixture was stirred at 0° C. for 1 hr. and then 132 mg (0.99 mmol) of copper(I) bromide in 2 ml of water were added dropwise. After stirring at RT for 16 hrs. the precipitate was filtered off, washed with methanol and dried in a vacuum. 57 mg (24%) of 8-bromo-2,3,5,6-tetrahydro-1... The reactants are [BH4-].[Na+] (Sodium borohydride), C(C1=CC=CC=C1)OC(=O)N[C@H](C(=O)OC)CNC(=O)OC(C)(C)C (methyl (S)-2-(benzyloxycarbonylamino)-3-(tert-butoxycarbonylamino)propionate), Cl (hydrochloric acid). Solvent: CO (methanol). The product is C(C1=CC=CC=C1)OC(=O)N[C@H](CO)CNC(=O)OC(C)(C)C ((S)-2-(benzyloxycarbonylamino)-3-(tert-butoxycarbonylamino)propanol). The yield is 87.7%. RXN SMILES: [BH4-].[Na+].[CH2:3]([O:10][C:11]([NH:13][C@@H:14]([CH2:19][NH:20][C:21]([O:23][C:24]([CH3:27])([CH3:26])[CH3:25])=[O:22])[C:15](OC)=[O:16])=[O:12])[C:4]1[CH:9]=[CH:8][CH:7]=[CH:6][CH:5]=1.Cl>CO>[CH2:3]([O:10][C:11]([NH:13][C@@H:14]([CH2:19][NH:20][C:21]([O:23][C:24]([CH3:27])([CH3:26])[CH3:25])=[O:22])[CH2:15][OH:16])=[O:12])[C:4]1[CH:5]=[CH:6][CH:7]=[CH:8][CH:9]=1 |f:0.1|. Procedure: Sodium borohydride (251 mg) was added to a solution of methyl (S)-2-(benzyloxycarbonylamino)-3-(tert-butoxycarbonylamino)propionate (1.17 g) in methanol (10 mL) at 0° C. The mixture was stirred for an hour at the same temperature and then for an hour at ambient temperature. After addition of 3.6% hydrochloric acid, the mixture was concentrated in vacuo and the residue was partitioned between ethyl acetate and an aqueous saturated sodium bicarbonate solution. The organic layer was washed with bri... The reactants are FC=1C=C(C=C(C1)F)CC(=O)N[C@@H](C)C(=O)O (N-(3,5-difluorophenylacetyl)-L-alanine), solid, N[C@H](C(=O)OC)CCC1=CC=CC=C1 (methyl (S)-2-amino-4-phenylbutanoate). Solvent: EtOAc hexanes. The product is FC=1C=C(C=C(C1)F)CC(=O)N[C@@H](C)C(=O)N[C@H](C(=O)OC)CCC1=CC=CC=C1 (Methyl N-[N-(3,5-Difluorophenylacetyl)-L-alaninyl]-(S)-2-amino-4-phenylbutanoate). Reaction SMILES: [F:1][C:2]1[CH:3]=[C:4]([CH2:9][C:10]([NH:12][C@H:13]([C:15]([OH:17])=O)[CH3:14])=[O:11])[CH:5]=[C:6]([F:8])[CH:7]=1.[NH2:18][C@@H:19]([CH2:24][CH2:25][C:26]1[CH:31]=[CH:30][CH:29]=[CH:28][CH:27]=1)[C:20]([O:22][CH3:23])=[O:21]>>[F:8][C:6]1[CH:5]=[C:4]([CH2:9][C:10]([NH:12][C@H:13]([C:15]([NH:18][C@@H:19]([CH2:24][CH2:25][C:26]2[CH:27]=[CH:28][CH:29]=[CH:30][CH:31]=2)[C:20]([O:22][CH3:23])=[O:21])=[O:17])[CH3:14])=[O:11])[CH:3]=[C:2]([F:1])[CH:7]=1. Procedure details: Following General Procedure A and using N-(3,5-difluorophenylacetyl)-L-alanine (from Example B2 above) and methyl (S)-2-amino-4-phenylbutanoate (prepared from (+)-α-amino-4-phenylbutyric acid (Bachem) using General Procedure AG), the title compound was prepared as a solid (mp=147-149.5° C.). The reaction was monitored by tlc (Rf=0.32 in 50% EtOAc/hexanes) and the product was purified by flash chromotography using EtOAc/hexanes as the eluent. Reactants: C=O (formaldehyde), O (water), C(#N)C=1C(NC(N(C1)NC1=C(C=C(C=C1Cl)Cl)Cl)=O)=O (5-cyano-1-(2,4,6-trichloroanilino)-2,4-pyrimidinedione), C=O (formaldehyde). Solvent: C(=O)O (formic acid), C(=O)O (formic acid). Run at time 8 hour. Yields the product C(#N)C=1C(NC(N(C1)N(C1=C(C=C(C=C1Cl)Cl)Cl)CO)=O)=O (5-cyano-1-(N-hydroxymethyl-2,4,6-trichloroanilino)-2,4-pyrimidinedione). Reaction SMILES: [C:1]([C:3]1[C:4](=[O:20])[NH:5][C:6](=[O:19])[N:7]([NH:9][C:10]2[C:15]([Cl:16])=[CH:14][C:13]([Cl:17])=[CH:12][C:11]=2[Cl:18])[CH:8]=1)#[N:2].[CH2:21]=[O:22].O>C(O)=O>[C:1]([C:3]1[C:4](=[O:20])[NH:5][C:6](=[O:19])[N:7]([N:9]([CH2:21][OH:22])[C:10]2[C:11]([Cl:18])=[CH:12][C:13]([Cl:17])=[CH:14][C:15]=2[Cl:16])[CH:8]=1)#[N:2]. Reported procedure: Two grams of 5-cyano-1-(2,4,6-trichloroanilino)-2,4-pyrimidinedione is added to 1.6 ml of 35% formaldehyde in enough 95% formic acid to effect stirring. The mixture is heated to reflux and 95% formic acid is added dropwise until the solid is dissolved. The mixture is refluxed overnight, after which 3.2 ml of aqueous formaldehyde is added and refluxing is continued for another 8 hours. The reaction mixture is poured into water and the precipitate is filtered to yield the compound 5-cyano-1-(N-hyd...